This data is from the Open Reaction Database (ORD), a public repository of structured organic reaction records. The task is: describe an organic reaction: reactants, conditions, products, and yield The reactants are C1=C(C=CC2=CC=CC=C12)CC(=O)O (2-naphthylacetic acid), N[C@@H](C)C(=O)O (L-alanine), iso-butyl ester hydrochloride. Yields the product C(C(C)C)OC([C@@H](NC(CC1=CC2=CC=CC=C2C=C1)=O)C)=O (N-[(2-naphthyl)acetyl]-L-alanine iso-butyl ester). Reaction SMILES: [CH:1]1[C:10]2[C:5](=[CH:6][CH:7]=[CH:8][CH:9]=2)[CH:4]=[CH:3][C:2]=1[CH2:11][C:12]([OH:14])=O.[NH2:15][C@H:16]([C:18]([OH:20])=[O:19])[CH3:17]>>[CH2:1]([O:19][C:18](=[O:20])[C@H:16]([CH3:17])[NH:15][C:12](=[O:14])[CH2:11][C:2]1[CH:3]=[CH:4][C:5]2[C:10](=[CH:9][CH:8]=[CH:7][CH:6]=2)[CH:1]=1)[CH:2]([CH3:11])[CH3:3]. Procedure: Following General Procedure BB and using 2-naphthylacetic acid (Aldrich) and L-alanine is iso-butyl ester hydrochloride (from Example BB above), the title compound was prepared as a solid having a melting point of 128°-129° C. The reaction was monitored by tlc on silica gel and purification was by extraction with Et2O followed by washes with aqueous K2CO3 and aqueous HCl. The reactants are Cc1cc(C)nc(N2CCN(CCCC=Cc3ccc4c(n3)NC(=O)CC4)CC2)c1, CCO. Yields the product Cc1cc(C)nc(N2CCN(CCCCCc3ccc4c(n3)NC(=O)CC4)CC2)c1. Reaction SMILES: [CH3:1][c:2]1[cH:3][c:4]([N:9]2[CH2:10][CH2:11][N:12]([CH2:15][CH2:16][CH2:17][CH:18]=[CH:19][c:20]3[cH:21][cH:22][c:23]4[c:28]([n:29]3)[NH:27][C:26](=[O:30])[CH2:25][CH2:24]4)[CH2:13][CH2:14]2)[n:5][c:6]([CH3:8])[cH:7]1.[CH3:31][CH2:32][OH:33]>>[CH3:1][c:2]1[cH:3][c:4]([N:9]2[CH2:10][CH2:11][N:12]([CH2:15][CH2:16][CH2:17][CH2:18][CH2:19][c:20]3[cH:21][cH:22][c:23]4[c:28]([n:29]3)[NH:27][C:26](=[O:30])[CH2:25][CH2:24]4)[CH2:13][CH2:14]2)[n:5][c:6]([CH3:8])[cH:7]1. Reactants: CN(N)C(C1=CC=CC=C1)=O (N-methylbenzohydrazide), C1=CC=C(C=C1)P2(=[Se])[Se]P(=[Se])([Se]2)C3=CC=CC=C3 (Woollins' Reagent). Solvent: C1(=CC=CC=C1)C (toluene). Yields the product CN(N)C(C1=CC=CC=C1)=[Se] (N-methylbenzoselenohydrazide). The yield is 194.7%. Reaction SMILES: [CH3:1][N:2]([C:4](=O)[C:5]1[CH:10]=[CH:9][CH:8]=[CH:7][CH:6]=1)[NH2:3].C1C=CC(P2([Se]P(C3C=CC=CC=3)(=[Se])[Se]2)=[Se:19])=CC=1>C1(C)C=CC=CC=1>[CH3:1][N:2]([C:4](=[Se:19])[C:5]1[CH:10]=[CH:9][CH:8]=[CH:7][CH:6]=1)[NH2:3]. Procedure: A mixture of N-methylbenzohydrazide (450 mg, 3.0 mmol) and the Woollins' Reagent (540 mg, 1 mmol) in anhydrous toluene (10 ml), was heated at 120° C. for Ih. The resulting orange solution was cooled to room temperature, the solvent was removed in vacuo and the selenoamide purified by column chromatography on silica gel (3:1 Hexane:EtOAc) and to give N-methylbenzoselenohydrazide (415 mg) in 65% yield. The reactants are tris-(2-aminoethyl)amine polystyrene, polystyrene methylisocyanate, NCCNC=1N=C(C2=C(N1)C=CS2)C(=O)C=2SC=CC2 (2-(2-aminoethylamino)thieno[3,2-d]pyrimidin-4-yl 2-thienylmethanone), C(C)[NH+](CC)CC (triethylammonium), C(CC(C)C)(=O)Cl (isovaleryl chloride). The solvent is C(Cl)Cl (CH2Cl2), C(Cl)Cl (CH2Cl2). Conditions: time 16 hour. The product is CC(CC(=O)NCCNC=1N=C(C2=C(N1)C=CS2)C(=O)C=2SC=CC2)C (3-Methyl-N-(2-(4-(2-thienylcarbonyl)thieno[3,2-d]pyrimidin-2-yl)aminoethyl)butanamide). The yield is 56.3%. Reaction SMILES: [NH2:1][CH2:2][CH2:3][NH:4][C:5]1[N:6]=[C:7]([C:14]([C:16]2[S:17][CH:18]=[CH:19][CH:20]=2)=[O:15])[C:8]2[S:13][CH:12]=[CH:11][C:9]=2[N:10]=1.C([NH+](CC)CC)C.[C:28](Cl)(=[O:33])[CH2:29][CH:30]([CH3:32])[CH3:31]>C(Cl)Cl>[CH3:31][CH:30]([CH3:32])[CH2:29][C:28]([NH:1][CH2:2][CH2:3][NH:4][C:5]1[N:6]=[C:7]([C:14]([C:16]2[S:17][CH:18]=[CH:19][CH:20]=2)=[O:15])[C:8]2[S:13][CH:12]=[CH:11][C:9]=2[N:10]=1)=[O:33]. Procedure details: A solution of 2-(2-aminoethylamino)thieno[3,2-d]pyrimidin-4-yl 2-thienylmethanone (50 mg, 0.16 mmol) in CH2Cl2 (2 mL) was treated with triethylammonium methylpolystyrene carbonate (80 mg, 0.25 mmol) then isovaleryl chloride (30 mg, 0.25 mmol) and shaken at room temperature for 6 h. The reaction mixture was treated with tris-(2-aminoethyl)amine polystyrene (0.20 g, 0.75 mmol), shaken at room temperature for 16 h, treated with polystyrene methylisocyanate (0.18 g, 0.25 mmol) and CH2Cl2 (2 mL), sha... As a reaction SMILES: C(O)C.[OH-].[Na+].[Br:6][C:7]1[N:8]([C:30]2[CH:35]=[CH:34][CH:33]=[CH:32][C:31]=2[C:36]([O:38]CC)=[O:37])[N:9]=[C:10]2[C:15]=1[CH:14]=[C:13]([CH2:16][N:17]1[C:21]3=[N:22][CH:23]=[CH:24][C:25]([CH3:26])=[C:20]3[N:19]=[C:18]1[CH2:27][CH2:28][CH3:29])[CH:12]=[CH:11]2>O>[Br:6][C:7]1[N:8]([C:30]2[CH:35]=[CH:34][CH:33]=[CH:32][C:31]=2[C:36]([OH:38])=[O:37])[N:9]=[C:10]2[C:15]=1[CH:14]=[C:13]([CH2:16][N:17]1[C:21]3=[N:22][CH:23]=[CH:24][C:25]([CH3:26])=[C:20]3[N:19]=[C:18]1[CH2:27][CH2:28][CH3:29])[CH:12]=[CH:11]2 |f:1.2|. Reaction conditions: time 15.5 hour. Reported procedure: Ethanol (1.2 ml), water (0.3 ml), and sodium hydroxide (34 mg, 0.840 mmol) were added to 3-[3-bromo-2-(2-ethoxycarbonylphenyl)-2H-indazol-5-yl]methyl-7-methyl-2-propyl-3H-imidazo[4,5-b]pyridine (0.149 mg, 0.280 mmol) obtained from two batches of Example 19, and the mixture was stirred at room temperature for 15.5 hours. After concentration, it was partitioned by water (2.5 ml) and ether (5 ml). Conc. hydrochloric acid was dropwise added to the water layer while stirring so as to adjust its pH to... Solvent: O (water). Starting materials: C(C)O (Ethanol), [OH-].[Na+] (sodium hydroxide), BrC=1N(N=C2C=CC(=CC12)CN1C(=NC=2C1=NC=CC2C)CCC)C2=C(C=CC=C2)C(=O)OCC (3-[3-bromo-2-(2-ethoxycarbonylphenyl)-2H-indazol-5-yl]methyl-7-methyl-2-propyl-3H-imidazo[4,5-b]pyridine). Product: BrC=1N(N=C2C=CC(=CC12)CN1C(=NC=2C1=NC=CC2C)CCC)C2=C(C=CC=C2)C(=O)O (3-[3-bromo-2-(2-carboxyphenyl)-2H-indazol-5-yl]methyl-7-methyl-2-propyl-3H-imidazo[4,5-b]pyridine). Yield: 59.5%.